From a dataset of the Open Reaction Database (ORD), a public repository of structured organic reaction records. describe an organic reaction: reactants, conditions, products, and yield The reactants are C(=C)OC(=O)Cl (chloroformic acid vinyl ester), P(OCC)(OCC)OCC (triethyl phosphite). Reaction conditions: temperature 0 celsius. Product: C(C)OP(OCC)(=O)C(=O)OC=C (vinyloxycarbonyl phosphonic acid diethyl ester). Reaction SMILES: [CH:1]([O:3][C:4](Cl)=[O:5])=[CH2:2].[P:7]([O:14]CC)([O:11][CH2:12][CH3:13])[O:8][CH2:9][CH3:10]>>[CH2:9]([O:8][P:7]([C:4]([O:3][CH:1]=[CH2:2])=[O:5])(=[O:14])[O:11][CH2:12][CH3:13])[CH3:10]. Procedure: 2.0 g (19 mmol) of chloroformic acid vinyl ester were precharged into a 50 ml two-necked flask, and, while stirring at 0° C., 3.13 g (19 mmol) of triethyl phosphite were slowly added dropwise. After completion of the addition, the reaction mixture was stirred for further 2 hours at room temperature. For complete removal of the ethyl chloride formed during the reaction, the solution was heated to 40° C. for 30 minutes. Purification by vacuum destillation yielded 2.5 g (64% of th.) of the title co... Starting materials: C(C)(C)(C)OC(=O)N1C[C@@H]([C@H](CC1)C1=CC=C(C=C1)OCCOC1=C(C=C(C=C1Cl)C)Cl)C(N(C1CC1)CC1=C(C=CC(=C1)Cl)CCCOC)=O ((3R,4S)-3-{[5-Chloro-2-(3-methoxypropyl)benzyl]cyclopropylcarbamoyl}-4-{4-[2-(2,6-dichloro-4-methylphenoxy)ethoxy]phenyl}piperidine-1-carboxylic acid tert-butyl ester), C(Cl)Cl (CH2Cl2), Cl (HCl). Solvent: O1CCOCC1 (dioxane). Run at temperature 0 celsius, time 1 hour. Product: ClC1=C(CN(C(=O)[C@H]2CNCC[C@@H]2C2=CC=C(C=C2)OCCOC2=C(C=C(C=C2Cl)C)Cl)C2CC2)C=C(C=C1)CCCOC ((3R,4S)-4-{4-[2-(2,6-Dichloro-4-methyl-phenoxy)-ethoxy]-phenyl}-piperidine-3-carboxylic acid [2-chloro-5-(3-methoxy-propyl)-benzyl]-cyclopropyl-amide). Yield: 67.0%. RXN SMILES: C(OC([N:8]1[CH2:13][CH2:12][C@H:11]([C:14]2[CH:19]=[CH:18][C:17]([O:20][CH2:21][CH2:22][O:23][C:24]3[C:29]([Cl:30])=[CH:28][C:27]([CH3:31])=[CH:26][C:25]=3[Cl:32])=[CH:16][CH:15]=2)[C@@H:10]([C:33](=[O:51])[N:34]([CH2:38]C2C=C(Cl)C=CC=2CCCOC)[CH:35]2[CH2:37][CH2:36]2)[CH2:9]1)=O)(C)(C)C.Cl.[CH2:53]([Cl:55])Cl>O1CCOCC1>[Cl:55][C:53]1[CH:18]=[CH:19][C:14]([CH2:15][CH2:16][CH2:17][O:20][CH3:21])=[CH:11][C:10]=1[CH2:38][N:34]([CH:35]1[CH2:37][CH2:36]1)[C:33]([C@@H:10]1[C@@H:11]([C:14]2[CH:19]=[CH:18][C:17]([O:20][CH2:21][CH2:22][O:23][C:24]3[C:25]([Cl:32])=[CH:26][C:27]([CH3:31])=[CH:28][C:29]=3[Cl:30])=[CH:16][CH:15]=2)[CH2:12][CH2:13][NH:8][CH2:9]1)=[O:51]. Reported procedure: Compound D4 (0.076 g, 0.10 mmol) was dissolved in CH2Cl2 (1 mL) and the sol. was cooled to 0° C. 4M HCl in dioxane (1 mL) was added and the reaction mixture was stirred for 1 h at rt. The solvents were evaporated under reduced pressure. Purification of the residue by HPLC yielded the title compound (44 mg, 67%). LC-MS: tR=0.99 min, ES+=661.41. Starting materials: BrCc1ccccc1, O=C([O-])[O-], CCC(C)=O, CCCCCCCNC(=O)N(C)c1cccc(-c2ccc(CCC(=O)OC)cc2O)c1, [K+], [K+]. Yields the product CCCCCCCNC(=O)N(C)c1cccc(-c2ccc(CCC(=O)OC)cc2OCc2ccccc2)c1. RXN SMILES: [Br:1][CH2:2][c:3]1[cH:4][cH:5][cH:6][cH:7][cH:8]1.[C:40](=[O:41])([O-:42])[O-:43].[CH2:46]([C:47]([CH3:48])=[O:49])[CH3:50].[CH2:9]([CH2:10][CH2:11][CH2:12][CH2:13][CH2:14][CH3:15])[NH:16][C:17]([N:18]([CH3:19])[c:20]1[cH:21][c:22](-[c:26]2[c:27]([OH:38])[cH:28][c:29]([CH2:32][CH2:33][C:34](=[O:35])[O:36][CH3:37])[cH:30][cH:31]2)[cH:23][cH:24][cH:25]1)=[O:39].[K+:44].[K+:45]>>[CH2:2]([c:3]1[cH:4][cH:5][cH:6][cH:7][cH:8]1)[O:38][c:27]1[c:26](-[c:22]2[cH:21][c:20]([N:18]([C:17]([NH:16][CH2:9][CH2:10][CH2:11][CH2:12][CH2:13][CH2:14][CH3:15])=[O:39])[CH3:19])[cH:25][cH:24][cH:23]2)[cH:31][cH:30][c:29]([CH2:32][CH2:33][C:34](=[O:35])[O:36][CH3:37])[cH:28]1. Starting materials: Cc1ccc(N2CCN(C(=O)c3ccc(Br)cc3S(C)(=O)=O)CC2)c(C)c1, CC1(C)COC(=O)N1. Yields the product Cc1ccc(N2CCN(C(=O)c3ccc(N4C(=O)OCC4(C)C)cc3S(C)(=O)=O)CC2)c(C)c1. RXN SMILES: [Br:1][c:2]1[cH:3][c:4]([S:24](=[O:25])(=[O:26])[CH3:27])[c:5]([C:8](=[O:9])[N:10]2[CH2:11][CH2:12][N:13]([c:16]3[c:17]([CH3:23])[cH:18][c:19]([CH3:22])[cH:20][cH:21]3)[CH2:14][CH2:15]2)[cH:6][cH:7]1.[CH3:28][C:29]1([CH3:35])[NH:30][C:31](=[O:34])[O:32][CH2:33]1>>[c:2]1([N:30]2[C:29]([CH3:28])([CH3:35])[CH2:33][O:32][C:31]2=[O:34])[cH:3][c:4]([S:24](=[O:25])(=[O:26])[CH3:27])[c:5]([C:8](=[O:9])[N:10]2[CH2:11][CH2:12][N:13]([c:16]3[c:17]([CH3:23])[cH:18][c:19]([CH3:22])[cH:20][cH:21]3)[CH2:14][CH2:15]2)[cH:6][cH:7]1. Starting materials: FC(CCC1CCNCC1)(C1=NC=CC=C1)F (4-(3,3-Difluoro-3-(2-pyridyl)propyl)piperidine), C(C)(=O)O[BH-](OC(C)=O)OC(C)=O.[Na+] (sodium triacetoxyborohydride), CC(=O)O (AcOH), COC1=CC=C(COC([C@@H](CC2CC2)N2C[C@@H]([C@H](C2)C2=CC(=CC=C2)F)C=O)=O)C=C1 (2-(R)-(3-(R)-formyl-4-(S)-(3-fluorophenyl)pyrrolidin-1-yl)-3-(cyclopropyl)propanoic acid (4-methoxy)benzyl ester). Run in ClCCCl (1,2-dichloroethane), CCOC(=O)C (EtOAc). Conditions: time 3 hour. Yields the product FC(CCC1CCN(CC1)C[C@H]1CN(C[C@@H]1C1=CC(=CC=C1)F)[C@@H](C(=O)O)CC1CC1)(C1=NC=CC=C1)F (2-(R)-(3-(S)-((4-(3,3-Difluoro-3-(2-pyridyl)propyl)piperidin-1-yl)methyl)-4-(S)-(3-fluorophenyl)pyrrolidin-1-yl)-3-(cyclopropyl)propanoic acid). The yield is 89.4%. Reaction SMILES: [F:1][C:2]([F:17])([C:11]1[CH:16]=[CH:15][CH:14]=[CH:13][N:12]=1)[CH2:3][CH2:4][CH:5]1[CH2:10][CH2:9][NH:8][CH2:7][CH2:6]1.CC(O)=O.COC1C=CC(C[O:29][C:30](=[O:50])[C@H:31]([N:36]2[CH2:40][C@H:39]([C:41]3[CH:46]=[CH:45][CH:44]=[C:43]([F:47])[CH:42]=3)[C@@H:38]([CH:48]=O)[CH2:37]2)[CH2:32][CH:33]2[CH2:35][CH2:34]2)=CC=1.C(O[BH-](OC(=O)C)OC(=O)C)(=O)C.[Na+]>ClCCCl.CCOC(C)=O>[F:17][C:2]([F:1])([C:11]1[CH:16]=[CH:15][CH:14]=[CH:13][N:12]=1)[CH2:3][CH2:4][CH:5]1[CH2:10][CH2:9][N:8]([CH2:48][C@@H:38]2[C@@H:39]([C:41]3[CH:46]=[CH:45][CH:44]=[C:43]([F:47])[CH:42]=3)[CH2:40][N:36]([C@H:31]([CH2:32][CH:33]3[CH2:35][CH2:34]3)[C:30]([OH:50])=[O:29])[CH2:37]2)[CH2:7][CH2:6]1 |f:3.4|. Procedure: A solution of 4-(3,3-difluoro-3-(2-pyridyl)propyl) piperidine (20 mg. 0.083 mmol, from EXAMPLE 202, Step E) and AcOH (0.0050 mL, 5.2 mg, 0.087 mmol) in 1,2-dichloroethane (1.1 mL) was transferred to a vial containing 2-(R)-(3-(R)-formyl-4-(S)-(3-fluorophenyl)pyrrolidin-1-yl)-3-(cyclopropyl)propanoic acid (4-methoxy)benzyl ester (30 mg, 0.076 mmol, from EXAMPLE 21, Step E). Molecular sieve pellets (100 mg, 3 Å) were added and the mixture was stirred for 10 min. at RT before the addition of sodium... Starting materials: C(C1=CC=CC=C1)(=O)O[C@H]1CC([C@]2(CC)[C@@H]1[C@@H]1CCC3=CC(CC[C@@H]3[C@H]1CC2)=O)=O (15α-benzoyloxy-18-methyl-4-estrene-3,17-dione), COC(C)(C)OC (dimethoxypropane). Product: C(C1=CC=CC=C1)(=O)O[C@H]1CC([C@]2(CC)[C@@H]1[C@@H]1CC=C3C=C(CC[C@@H]3[C@H]1CC2)OC)=O (15α-benzoyloxy-3-methoxy-18-methyl-3,5-estradien-17-one). Reaction SMILES: [C:1]([O:9][C@@H:10]1[C@H:16]2[C@H:17]3[C@H:26]([CH2:27][CH2:28][C@:13]2([CH2:14][CH3:15])[C:12](=[O:30])[CH2:11]1)[C@@H:25]1[C:20](=[CH:21][C:22](=[O:29])[CH2:23][CH2:24]1)[CH2:19][CH2:18]3)(=[O:8])[C:2]1[CH:7]=[CH:6][CH:5]=[CH:4][CH:3]=1.[CH3:31]OC(OC)(C)C>>[C:1]([O:9][C@@H:10]1[C@H:16]2[C@H:17]3[C@H:26]([CH2:27][CH2:28][C@:13]2([CH2:14][CH3:15])[C:12](=[O:30])[CH2:11]1)[C@@H:25]1[C:20]([CH:21]=[C:22]([O:29][CH3:31])[CH2:23][CH2:24]1)=[CH:19][CH2:18]3)(=[O:8])[C:2]1[CH:7]=[CH:6][CH:5]=[CH:4][CH:3]=1. Reported procedure: Analogously to Direction II(b), 7.8 g of 15α-benzoyloxy-18-methyl-4-estrene-3,17-dione is reacted with dimethoxypropane and worked up, thus obtaining 6.8 g of 15α-benzoyloxy-3-methoxy-18-methyl-3,5-estradien-17-one as a foam.